This data is from the Open Reaction Database (ORD), a public repository of structured organic reaction records. The task is: describe an organic reaction: reactants, conditions, products, and yield Starting materials: hydrochloride salt, CC1(C2CNCC12)C=1C=C(C=CC1)NS(=O)(=O)C (N-[3-(6-methyl-3-azabicyclo[3.1.0]hex-6-yl)phenyl]methanesulfonamide), C(O)([O-])=O.[Na+] (sodium hydrogen carbonate), S1C=C(C=C1)C(C(=O)O)=C (3-thienyl-2-propenoic acid), O.ON1N=NC2=C1C=CC=C2 (1-hydroxybenzotriazole monohydrate), Cl.CN(CCCN=C=NCC)C (1-(3-dimethylaminopropyl)-3-ethylcarbodiimide hydrochloride). The solvent is CN(C=O)C (N,N-dimethylformamide). Reaction conditions: time 10 minute. Yields the product CC1(C2CN(CC12)C(\C=C\C1=CSC=C1)=O)C=1C=C(C=CC1)NS(=O)(=O)C (N-(3-{6-Methyl-3-[(E)-3-(3-thienyl)-2-propenoyl]-3-azabicyclo[3.1.0]hex-6-yl}phenyl)methanesulfonamide). The yield is 98.9%. Reaction SMILES: [S:1]1[CH:5]=[CH:4][C:3]([C:6](=[CH2:10])C(O)=O)=[CH:2]1.O.ON1C2C=CC=CC=2N=N1.Cl.CN(C)CCCN=C=NCC.[CH3:34][C:35]1([C:41]2[CH:42]=[C:43]([NH:47][S:48]([CH3:51])(=[O:50])=[O:49])[CH:44]=[CH:45][CH:46]=2)[CH:40]2[CH:36]1[CH2:37][NH:38][CH2:39]2.[C:52](=O)([O-])[OH:53].[Na+]>CN(C)C=O>[CH3:34][C:35]1([C:41]2[CH:42]=[C:43]([NH:47][S:48]([CH3:51])(=[O:50])=[O:49])[CH:44]=[CH:45][CH:46]=2)[CH:40]2[CH:36]1[CH2:37][N:38]([C:52](=[O:53])/[CH:10]=[CH:6]/[C:3]1[CH:4]=[CH:5][S:1][CH:2]=1)[CH2:39]2 |f:1.2,3.4,6.7|. Procedure details: To a solution of (E)-3-(3-thienyl-2-propenoic acid (200 mg, 1.08 mmol) in N,N-dimethylformamide (20 ml) was added 1-hydroxybenzotriazole monohydrate (225 mg, 1.47 mmol) and 1-(3-dimethylaminopropyl)-3-ethylcarbodiimide hydrochloride (328 mg, 1.71 mmol). After stirring at room temperature for 10 min, the mixture was treated with the hydrochloride salt of N-[3-(6-methyl-3-azabicyclo[3.1.0]hex-6-yl)phenyl]methanesulfonamide (Preparation 53, 449 mg, 1.48 mmol) and sodium hydrogen carbonate (225 mg, ... The reactants are O=C([O-])O, CCN(CC)c1ccccc1, CC#N, ClC(Cl)Cl, Cl, [Na+], Oc1ncc(N2CCOCC2)cn1, O=P(Cl)(Cl)Cl. Yields the product Clc1ncc(N2CCOCC2)cn1. RXN SMILES: [C:31](=[O:32])([O-:33])[OH:34].[CH2:20]([N:21]([CH2:22][CH3:23])[c:24]1[cH:25][cH:26][cH:27][cH:28][cH:29]1)[CH3:30].[CH3:36][C:37]#[N:38].[CH:39]([Cl:40])([Cl:41])[Cl:42].[ClH:6].[Na+:35].[O:7]1[CH2:8][CH2:9][N:10]([c:13]2[cH:14][n:15][c:16]([OH:19])[n:17][cH:18]2)[CH2:11][CH2:12]1.[P:1]([Cl:2])([Cl:3])([Cl:4])=[O:5]>>[Cl:6][c:16]1[n:15][cH:14][c:13]([N:10]2[CH2:9][CH2:8][O:7][CH2:12][CH2:11]2)[cH:18][n:17]1. Starting materials: CO, Cl, [K+], O=[N+]([O-])c1ccc2[nH]ccc2c1, O=C1CN2CCC1CC2, [OH-], O. Product: O=[N+]([O-])c1ccc2[nH]cc(C3=CN4CCC3CC4)c2c1. Reaction SMILES: [CH3:25][OH:26].[ClH:1].[K+:12].[N+:13](=[O:14])([O-:15])[c:16]1[cH:17][c:18]2[cH:19][cH:20][nH:21][c:22]2[cH:23][cH:24]1.[N:2]12[CH2:3][C:4](=[O:10])[CH:5]([CH2:6][CH2:7]1)[CH2:8][CH2:9]2.[OH-:11].[OH2:27]>>[N:2]12[CH:3]=[C:4]([c:19]3[c:18]4[cH:17][c:16]([N+:13](=[O:14])[O-:15])[cH:24][cH:23][c:22]4[nH:21][cH:20]3)[CH:5]([CH2:6][CH2:7]1)[CH2:8][CH2:9]2. The reactants are CCN(CC)S(F)(F)F, ClCCl, COCC1(O)CCN(c2ccc(N3CC(CNC(C)=O)OC3=O)cc2F)CC1. Yields the product COCC1(F)CCN(c2ccc(N3CC(CNC(C)=O)OC3=O)cc2F)CC1. RXN SMILES: [CH2:29]([N:30]([S:31]([F:32])([F:33])[F:35])[CH2:34][CH3:36])[CH3:37].[Cl:38][CH2:39][Cl:40].[OH:1][C:2]1([CH2:26][O:27][CH3:28])[CH2:3][CH2:4][N:5]([c:8]2[c:9]([F:25])[cH:10][c:11]([N:14]3[C:15](=[O:24])[O:16][CH:17]([CH2:19][NH:20][C:21]([CH3:22])=[O:23])[CH2:18]3)[cH:12][cH:13]2)[CH2:6][CH2:7]1>>[C:2]1([CH2:26][O:27][CH3:28])([F:35])[CH2:3][CH2:4][N:5]([c:8]2[c:9]([F:25])[cH:10][c:11]([N:14]3[C:15](=[O:24])[O:16][CH:17]([CH2:19][NH:20][C:21]([CH3:22])=[O:23])[CH2:18]3)[cH:12][cH:13]2)[CH2:6][CH2:7]1. The reactants are FC(C=1C=C(C2=C(C=CO2)C1)Br)(F)F (5-trifluoromethyl-7-bromobenzofuran), CO[Sn](CCCC)(CCCC)CCCC (methoxy(tri-n-butyl)tin), C(C)(=O)OC(C)=CC (2-acetoxy-2-butene), bis[tri-o-tolylphosphine]palladium(II) chloride. The solvent is C1(=CC=CC=C1)C (toluene). Run at temperature 100 celsius. The product is FC(C=1C=C(C2=C(C=CO2)C1)C(C(C)=O)C)(F)F (3-(5-trifluoromethylbenzofur-7-yl)-2-butanone). Isolated yield 34.1%. As a reaction SMILES: [F:1][C:2]([F:14])([F:13])[C:3]1[CH:4]=[C:5](Br)[C:6]2[O:10][CH:9]=[CH:8][C:7]=2[CH:11]=1.CO[Sn](CCCC)(CCCC)CCCC.C([O:33][C:34](=[CH:36][CH3:37])[CH3:35])(=O)C>C1(C)C=CC=CC=1>[F:1][C:2]([F:14])([F:13])[C:3]1[CH:4]=[C:5]([CH:36]([CH3:37])[C:34](=[O:33])[CH3:35])[C:6]2[O:10][CH:9]=[CH:8][C:7]=2[CH:11]=1. Procedure details: A mixture of 0.27 gm (1.03 mMol) 5-trifluoromethyl-7-bromobenzofuran, 0.50 gm (1.55 mMol) methoxy(tri-n-butyl)tin, 0.18 gm (1.55 mMol) 2-acetoxy-2-butene, and 0.08 gm (0.10 mmol) bis[tri-o-tolylphosphine]palladium(II) chloride in 2.5 mL toluene was heated at 100° C. for 1 hour. The reaction mixture was cooled to room temperature and filtered through a pad of celite. The filtrate was concentrated under reduced pressure and the residue subjected to silica gel chromatography, eluting with 10% ethyl... RXN SMILES: C([O:3][C:4](=[O:22])[CH:5]([C:7]1[CH:8]=[CH:9][C:10]2[O:15][CH:14]([C:16]([CH3:19])([CH3:18])[CH3:17])[CH2:13][C:12](=[O:20])[C:11]=2[CH:21]=1)[CH3:6])C.C(=O)(O)[O-].[Na+].O>C(O)C>[CH3:19][C:16]([CH:14]1[CH2:13][C:12](=[O:20])[C:11]2[CH:21]=[C:7]([CH:5]([CH3:6])[C:4]([OH:22])=[O:3])[CH:8]=[CH:9][C:10]=2[O:15]1)([CH3:17])[CH3:18] |f:1.2|. Product: CC(C)(C)C1OC2=C(C(C1)=O)C=C(C=C2)C(C(=O)O)C (2-[2,3-Dihydro-2-(1,1-dimethylethyl)-4-oxo-4H-1-benzopyran-6-yl]propionic acid). Solvent: C(C)O (ethanol). Reported procedure: Ethyl-2-[2,3-dihydro-2-(1,1-dimethylethyl)-4-oxo-4H-1-benzopyran-6-yl]propionate (6 g) was dissolved in ethanol (200 ml) and heated to reflux with dilute aqueous sodium bicarbonate solution (50 ml) for eight hours. The reaction mixture was poured into water, acidified and extracted with ether. The combined ethereal extracts were washed with water and dried (MgSO4) and concentrated in vacuo affording a mixture of the desired product and starting material which were separated by chromatography on ... Starting materials: C([O-])(O)=O.[Na+] (sodium bicarbonate), C(C)OC(C(C)C=1C=CC2=C(C(CC(O2)C(C)(C)C)=O)C1)=O (Ethyl-2-[2,3-dihydro-2-(1,1-dimethylethyl)-4-oxo-4H-1-benzopyran-6-yl]propionate), O (water). Conditions: temperature 45 celsius. Reaction SMILES: [CH2:1]1[C@@H:5]([OH:6])[C@H:4](/[CH:7]=[CH:8]/[C@@H:9]([OH:22])[CH2:10][O:11][C:12]2[CH:17]=[C:16]([C:18]([F:21])([F:20])[F:19])[CH:15]=[CH:14][CH:13]=2)[C@@H:3]([CH2:23]/[CH:24]=[CH:25]\[CH2:26][CH2:27][CH2:28][C:29]([OH:31])=[O:30])[C@H:2]1[OH:32].C([O-])([O-])=O.[K+].[K+].[CH:39](I)([CH3:41])[CH3:40].OS([O-])(=O)=O.[Na+]>CN1CCN(C)C1=O.C(OCC)(=O)C.CCCCCC.O>[CH3:40][CH:39]([O:30][C:29]([CH2:28][CH2:27][CH2:26]/[CH:25]=[CH:24]\[CH2:23][C@@H:3]1[C@@H:4](/[CH:7]=[CH:8]/[C@@H:9]([OH:22])[CH2:10][O:11][C:12]2[CH:13]=[CH:14][CH:15]=[C:16]([C:18]([F:21])([F:20])[F:19])[CH:17]=2)[C@H:5]([OH:6])[CH2:1][C@@H:2]1[OH:32])=[O:31])[CH3:41] |f:1.2.3,5.6|. Starting materials: C(=O)([O-])[O-].[K+].[K+] (K2CO3), C(C)(C)I (isopropyl iodide), C1[C@@H]([C@@H]([C@H]([C@@H]1O)/C=C/[C@H](COC2=CC=CC(=C2)C(F)(F)F)O)C/C=C\CCCC(=O)O)O (Travoprost acid), OS(=O)(=O)[O-].[Na+] (NaHSO4). Yields the product CC(C)OC(=O)CCC/C=C\C[C@H]1[C@H](C[C@H]([C@@H]1/C=C/[C@H](COC=2C=CC=C(C2)C(F)(F)F)O)O)O (Travoprost). Procedure: 463 g of Travoprost acid is dissolved in 2.3 L of 1,3-dimethylimidazolidinone (DMI), and 420 g of K2CO3 and 300 ml of isopropyl iodide are added. The reaction mixture is stirred at 45° C. After the completion of the reaction NaHSO4 solution, water, hexane and ethyl acetate are added. The mixture is shaken, then the phases are separated and the lower, aqueous phase is extracted with hexane:ethyl acetate mixture. The united organic phase is washed with water, dried over Na2SO4, the drying material... Solvent: CN1C(N(CC1)C)=O (1,3-dimethylimidazolidinone), C(C)(=O)OCC (ethyl acetate), CCCCCC (hexane), O (water). Reactants: COC1=CC=C(C2=C1OC1=C2C=CC=C1)C1(CCC(CC1)=O)C#N (1-(4-methoxy-dibenzofuran-1-yl)-4-oxo-cyclohexane carbonitrile), COC(N(C)C)OC (dimethylformamide dimethylacetal), tetraethyl amine. Run in C1=CC=CC=C1 (benzene), C1=CC=CC=C1 (Benzene). Yields the product CN(C)\C=C\1/CC(CCC1=O)(C#N)C1=CC=C(C=2OC3=C(C21)C=CC=C3)OC ((3E)-3-[(Dimethylamino)methylene]-1-(4-methoxydibenzo[b,d]furan-1-yl)-4-oxocyclohexanecarbonitrile). Reaction SMILES: [CH3:1][O:2][C:3]1[C:8]2[O:9][C:10]3[CH:15]=[CH:14][CH:13]=[CH:12][C:11]=3[C:7]=2[C:6]([C:16]2([C:23]#[N:24])[CH2:21][CH2:20][C:19](=[O:22])[CH2:18][CH2:17]2)=[CH:5][CH:4]=1.CO[CH:27](OC)[N:28]([CH3:30])[CH3:29]>C1C=CC=CC=1>[CH3:27][N:28](/[CH:30]=[C:20]1\[CH2:21][C:16]([C:6]2[C:7]3[C:11]4[CH:12]=[CH:13][CH:14]=[CH:15][C:10]=4[O:9][C:8]=3[C:3]([O:2][CH3:1])=[CH:4][CH:5]=2)([C:23]#[N:24])[CH2:17][CH2:18][C:19]\1=[O:22])[CH3:29]. Reported procedure: A solution of the compound obtained in example 2 (200 mg, 0.626 mmol), dimethylformamide dimethylacetal (447 mg, 3.76 mmol) and a catalytic amount of tetraethyl amine in benzene (15 ml) were distilled over a period of 3 hrs to about one half the original volume. Benzene (15 ml) was added to the reaction mixture and the distillation was continued. The process was repeated until the reaction showed absence of the ketone starting material. After all starting material was consumed, the solvent was c... The reactants are [Cl-].COC1=NC(=NC(=N1)OC)[N+]1(CCOCC1)C (DMT-MM), FC=1C(=C(C(=O)O)C=CC1F)NC1=C(C=C(C=C1)C(=O)OC)F (3,4-difluoro-2-[2-fluoro-4-(methoxycarbonyl)anilino]benzoic acid), [Cl-].COC1=NC(=NC(=N1)OC)[N+]1(CCOCC1)C (4-(4,6-dimethoxy-1,3,5-triazin-2-yl)-4-methymorpholinium chloride), NOCCO (2-(aminooxy)ethanol). The solvent is CO (MeOH). Conditions: time 15 hour. The product is FC1=C(NC2=C(C=C(C(=O)OC)C=C2)F)C(=CC=C1F)C(=O)NOCCO (methyl 4-(2,3-difluoro-6-{[(2-hydroxyethoxy)amino]carbonyl} anilino)-3-fluorobenzoate). The yield is 79.0%. Reaction SMILES: [F:1][C:2]1[C:3]([NH:12][C:13]2[CH:18]=[CH:17][C:16]([C:19]([O:21][CH3:22])=[O:20])=[CH:15][C:14]=2[F:23])=[C:4]([CH:8]=[CH:9][C:10]=1[F:11])[C:5]([OH:7])=O.[NH2:24][O:25][CH2:26][CH2:27][OH:28].[Cl-].COC1N=C(OC)N=C([N+]2(C)CCOCC2)N=1>CO>[F:1][C:2]1[C:10]([F:11])=[CH:9][CH:8]=[C:4]([C:5]([NH:24][O:25][CH2:26][CH2:27][OH:28])=[O:7])[C:3]=1[NH:12][C:13]1[CH:18]=[CH:17][C:16]([C:19]([O:21][CH3:22])=[O:20])=[CH:15][C:14]=1[F:23] |f:2.3|. Procedure: 3,4-difluoro-2-[2-fluoro-4-(methoxycarbonyl)anilino]benzoic acid (320 mg, 0.99 mmol) was dissolved in MeOH (50 mL) to which was added 2-(aminooxy)ethanol followed by 4-(4,6-dimethoxy-1,3,5-triazin-2-yl)-4-methymorpholinium chloride [DMT-MM, prepared according to the procedure of Kunishima et al [Tetrahedron, 55, 13159-13170 (1999)]] (326 mg, 1.18 mmol), This mixture was stirred 15 h. at room temperature. The MeOH was removed under reduced pressure and the resulting oil dissolved in EtOAc (100 mL...